The task is: describe an organic reaction: reactants, conditions, products, and yield. This data is from the Open Reaction Database (ORD), a public repository of structured organic reaction records. Reactants: S(=O)(Cl)Cl (thionyl chloride), CC(CO)(CO)C (2,2-dimethylpropane-1,3-diol), O (water). Solvent: C(Cl)Cl (methylene chloride). Yields the product CC1(COS(OC1)=O)C (5.5-dimethyl -1,3,2-dioxathiane-2-oxide). The yield is 92.0%. As a reaction SMILES: [CH3:1][C:2]([CH3:7])([CH2:5][OH:6])[CH2:3][OH:4].[S:8](Cl)(Cl)=[O:9].O>C(Cl)Cl>[CH3:1][C:2]1([CH3:7])[CH2:5][O:6][S:8](=[O:9])[O:4][CH2:3]1. Procedure details: 25.36 g (0.24 mol) of 2,2-dimethylpropane-1,3-diol was suspended at room temperature in 150 ml of methylene chloride in a 500 ml three-necked flask. 37.36 g (0.31 mol) of thionyl chloride was instilled over 30 minutes. After the end of the addition, the reaction solution was held at reflux for 1.5 hours and then cooled to room temperature. 100 ml of water was added to the reaction. The aqueous phase was discarded; the organic phase was extracted three times with saturated NaHCO3 solution (100 ml... The reactants are [Al+3], COc1cccc(CC(CC(=O)O)C(C)C)c1, [Cl-], [Cl-], [Cl-], O=C(Cl)C(=O)Cl, ClCCl, Cl, CN(C)C=O. Yields the product COc1ccc2c(c1)CC(C(C)C)CC2=O. Reaction SMILES: [Al+3:25].[CH3:1][CH:2]([CH:3]([CH2:4][C:5](=[O:6])[OH:7])[CH2:8][c:9]1[cH:10][c:11]([O:15][CH3:16])[cH:12][cH:13][cH:14]1)[CH3:17].[Cl-:24].[Cl-:26].[Cl-:27].[Cl:18][C:19]([C:20]([Cl:21])=[O:22])=[O:23].[Cl:29][CH2:30][Cl:31].[ClH:28].[O:32]=[CH:33][N:34]([CH3:35])[CH3:36]>>[CH3:1][CH:2]([CH:3]1[CH2:4][C:5](=[O:7])[c:14]2[c:9]([cH:10][c:11]([O:15][CH3:16])[cH:12][cH:13]2)[CH2:8]1)[CH3:17]. The reactants are COC1=C(CN2C([C@@H](CC(CC2)(F)F)NS(=O)(=O)C=2SC(=CC2)Cl)=O)C=CC(=C1)OC (5-Chloro-thiophene-2-sulfonic acid [(R)-1-(2,4-dimethoxy-benzyl)-5,5-difluoro-2-oxo-azepan-3-yl]-amide), COC1=CC=C(C=N1)CO ((6-methoxy-pyridin-3-yl)-methanol), C1(=CC=CC=C1)P(C1=CC=CC=C1)C1=CC=CC=C1 (triphenyl phosphine), ice water, N(=NC(=O)OC(C)C)C(=O)OC(C)C (diisopropyl azodicarboxylate). Run in C1CCOC1 (THF), C1CCOC1 (THF). Reaction conditions: time 1 hour. Yields the product COC1=C(CN2C([C@@H](CC(CC2)(F)F)N(S(=O)(=O)C=2SC(=CC2)Cl)CC=2C=NC(=CC2)OC)=O)C=CC(=C1)OC (5-Chloro-thiophene-2-sulfonic acid [(R)-1-(2,4-dimethoxy-benzyl)-5,5-difluoro-2-oxo-azepan-3-yl]-(6-methoxy-pyridin-3-ylmethyl)-amide). Reaction SMILES: [CH3:1][O:2][C:3]1[CH:29]=[C:28]([O:30][CH3:31])[CH:27]=[CH:26][C:4]=1[CH2:5][N:6]1[CH2:12][CH2:11][C:10]([F:14])([F:13])[CH2:9][C@@H:8]([NH:15][S:16]([C:19]2[S:20][C:21]([Cl:24])=[CH:22][CH:23]=2)(=[O:18])=[O:17])[C:7]1=[O:25].[CH3:32][O:33][C:34]1[N:39]=[CH:38][C:37]([CH2:40]O)=[CH:36][CH:35]=1.C1(P(C2C=CC=CC=2)C2C=CC=CC=2)C=CC=CC=1.N(C(OC(C)C)=O)=NC(OC(C)C)=O>C1COCC1>[CH3:1][O:2][C:3]1[CH:29]=[C:28]([O:30][CH3:31])[CH:27]=[CH:26][C:4]=1[CH2:5][N:6]1[CH2:12][CH2:11][C:10]([F:13])([F:14])[CH2:9][C@@H:8]([N:15]([CH2:40][C:37]2[CH:38]=[N:39][C:34]([O:33][CH3:32])=[CH:35][CH:36]=2)[S:16]([C:19]2[S:20][C:21]([Cl:24])=[CH:22][CH:23]=2)(=[O:17])=[O:18])[C:7]1=[O:25]. Procedure: 5-Chloro-thiophene-2-sulfonic acid [(R)-1-(2,4-dimethoxy-benzyl)-5,5-difluoro-2-oxo-azepan-3-yl]-amide (0.20 g, 0.40 mmol), (6-methoxy-pyridin-3-yl)-methanol (0.07 g, 0.48 mmol), triphenyl phosphine (0.22 g, 0.80 mmol) were dissolved in dry THF (15 ml) at 0-5° C. (ice-water bath) under an argon atmosphere followed by the dropwise addition of diisopropyl azodicarboxylate (0.16 ml, 0.80 mmol) in dry THF (1.5 ml). The reaction mixture was further stirred for 1 h at r.t. and then concentrated under ... Starting materials: ClC(Cl)Cl, O=C1CCC(=O)N1I, [Na+], [Na+], O=S([O-])([O-])=S, CCOC(=O)c1cc(C(=O)OCC)[nH]n1. Product: CCOC(=O)c1n[nH]c(C(=O)OCC)c1I. Reaction SMILES: [Cl:31][CH:32]([Cl:33])[Cl:34].[I:1][N:2]1[C:3](=[O:4])[CH2:5][CH2:6][C:7]1=[O:8].[Na+:24].[Na+:25].[O-:26][S:27]([O-:28])(=[S:29])=[O:30].[nH:9]1[n:10][c:11]([C:19](=[O:20])[O:21][CH2:22][CH3:23])[cH:12][c:13]1[C:14](=[O:15])[O:16][CH2:17][CH3:18]>>[I:1][c:12]1[c:11]([C:19](=[O:20])[O:21][CH2:22][CH3:23])[nH:10][n:9][c:13]1[C:14](=[O:15])[O:16][CH2:17][CH3:18]. Reactants: NC1=C(C2=C(N=C(N2C)NC2=C(C=CC=C2Cl)Cl)C=C1)C(=O)N (5-amino-2-(2,6-dichlorophenylamino)-3-methyl-3H-benzimidazole-4-carboxylic acid amide), C(C=C)N=C=S (allyl isothiocyanate). Run in CN(C)C=O (DMF), [Cl-].[Na+].O (brine). Conditions: temperature 45 celsius. The product is ClC1=C(C(=CC=C1)Cl)NC=1N(C2=C(N1)C=CC(=C2C(=O)N)NC(=S)NCC=C)C (2-(2,6-dichlorophenylamino)-3-methyl-5-(3-allyl-thioureido)-3H-benzimidazole-4-carboxylic acid amide). Yield: 51.4%. Reaction SMILES: [NH2:1][C:2]1[CH:20]=[CH:19][C:5]2[N:6]=[C:7]([NH:10][C:11]3[C:16]([Cl:17])=[CH:15][CH:14]=[CH:13][C:12]=3[Cl:18])[N:8]([CH3:9])[C:4]=2[C:3]=1[C:21]([NH2:23])=[O:22].[CH2:24]([N:27]=[C:28]=[S:29])[CH:25]=[CH2:26]>CN(C=O)C.[Cl-].[Na+].O>[Cl:18][C:12]1[CH:13]=[CH:14][CH:15]=[C:16]([Cl:17])[C:11]=1[NH:10][C:7]1[N:8]([CH3:9])[C:4]2[C:3]([C:21]([NH2:23])=[O:22])=[C:2]([NH:1][C:28]([NH:27][CH2:24][CH:25]=[CH2:26])=[S:29])[CH:20]=[CH:19][C:5]=2[N:6]=1 |f:3.4.5|. Procedure details: A mixture of 100 mg (0.286 mmol) of 5-amino-2-(2,6-dichlorophenylamino)-3-methyl-3H-benzimidazole-4-carboxylic acid amide (Example 7) and 114 mg (1.15 mmol) of allyl isothiocyanate in DMF was warmed at 45° C. for 48 h. The reaction was diluted with 30 mL of brine and extracted with four 15 mL portions of EtOAc. The combined organic layers were washed with five 15 mL portions of brine, dried (MgSO4), filtered and concentrated in vacuo. The residue was adsorbed onto silica gel and chromatographed ... Starting materials: Cl.COC1=CC=CC=2[C@H]3CCN([C@H]3CCC21)CCN2CCOCC2 (rac-cis-2,3,3a,4,5,9b-hexahydro-6-methoxy-3-(2-morpholinoethyl)-1H-benzo[e]indole hydrochloride), Cl (HCl). Run in Br (HBr). Run at time 4 hour. The product is Cl.Cl.O1CCN(CC1)CCN1CC[C@@H]2C3=C(CC[C@H]12)C(=CC=C3)O (rac-cis-2,3,3a,4,5,9b-hexahydro-3-(2-morpholinoethyl)-1H-benzo[e]indol-6-ol dihydrochloride). Isolated yield 165.5%. As a reaction SMILES: [ClH:1].C[O:3][C:4]1[C:16]2[CH2:15][CH2:14][C@H:13]3[C@H:9]([CH2:10][CH2:11][N:12]3[CH2:17][CH2:18][N:19]3[CH2:24][CH2:23][O:22][CH2:21][CH2:20]3)[C:8]=2[CH:7]=[CH:6][CH:5]=1.Cl>Br>[ClH:1].[ClH:1].[O:22]1[CH2:23][CH2:24][N:19]([CH2:18][CH2:17][N:12]2[C@@H:13]3[C@@H:9]([C:8]4[CH:7]=[CH:6][CH:5]=[C:4]([OH:3])[C:16]=4[CH2:15][CH2:14]3)[CH2:10][CH2:11]2)[CH2:20][CH2:21]1 |f:0.1,4.5.6|. Procedure: 6.28 g (0.016 mol) of rac-cis-2,3,3a,4,5,9b-hexahydro-6-methoxy-3-(2-morpholinoethyl)-1H-benzo[e]indole hydrochloride were dissolved in 0.51 of 48 percent aqueous HBr, boiled under reflux for 4 hours and then concentrated, whereupon the residue was dissolved in water. The solution was neutrallized by adding firstly solid Na2SO3 and then saturated aqueous NaHCO3 solution. The mixture was extracted three times with CH2Cl2, the organic phase was washed with saturated aqueous NaHCO3 and NaCl solutio...